describe an organic reaction: reactants, conditions, products, and yield From a dataset of the Open Reaction Database (ORD), a public repository of structured organic reaction records. Starting materials: [Ag+2], CC(C)(C#N)CCCCBr, O=C([O-])[O-], Cc1ccccc1, O=c1cc(-c2ccccc2)cc(-c2ccccc2)[nH]1. The product is CC(C)(C#N)CCCCOc1cc(-c2ccccc2)cc(-c2ccccc2)n1. Reaction SMILES: [Ag+2:34].[Br:20][CH2:21][CH2:22][CH2:23][CH2:24][C:25]([C:26]#[N:27])([CH3:28])[CH3:29].[C:30](=[O:31])([O-:32])[O-:33].[CH3:35][c:36]1[cH:37][cH:38][cH:39][cH:40][cH:41]1.[c:1]1(-[c:7]2[cH:8][c:9](=[O:19])[nH:10][c:11](-[c:13]3[cH:14][cH:15][cH:16][cH:17][cH:18]3)[cH:12]2)[cH:2][cH:3][cH:4][cH:5][cH:6]1>>[c:1]1(-[c:7]2[cH:8][c:9]([O:19][CH2:21][CH2:22][CH2:23][CH2:24][C:25]([C:26]#[N:27])([CH3:28])[CH3:29])[n:10][c:11](-[c:13]3[cH:14][cH:15][cH:16][cH:17][cH:18]3)[cH:12]2)[cH:2][cH:3][cH:4][cH:5][cH:6]1. Reactants: alkanoyl halide, C(CCCCCCC)(=O)Cl (octanoyl chloride), C([O-])(O)=O.[Na+] (sodium bicarbonate), hydrazide, ClC1=CC2=C(OC3=C(CN2C(=O)NN)C=CC=C3)C=C1 (8-chloro-10,11-dihydrodibenz-[b,f][1,4]oxazepine-10-carboxylic acid hydrazide). Product: C(CCCCCCC)(=O)NNC(=O)N1C2=C(OC3=C(C1)C=CC=C3)C=CC(=C2)Cl (1-octanoyl-2-(8-chloro-10,11-dihydrodibenz[b,f][1,4]oxazepine-10-carbonyl)hydrazine). RXN SMILES: [Cl:1][C:2]1[CH:20]=[CH:19][C:5]2[O:6][C:7]3[CH:18]=[CH:17][CH:16]=[CH:15][C:8]=3[CH2:9][N:10]([C:11]([NH:13][NH2:14])=[O:12])[C:4]=2[CH:3]=1.[C:21](Cl)(=[O:29])[CH2:22][CH2:23][CH2:24][CH2:25][CH2:26][CH2:27][CH3:28].C(=O)(O)[O-].[Na+]>>[C:21]([NH:14][NH:13][C:11]([N:10]1[CH2:9][C:8]2[CH:15]=[CH:16][CH:17]=[CH:18][C:7]=2[O:6][C:5]2[CH:19]=[CH:20][C:2]([Cl:1])=[CH:3][C:4]1=2)=[O:12])(=[O:29])[CH2:22][CH2:23][CH2:24][CH2:25][CH2:26][CH2:27][CH3:28] |f:2.3|. Reported procedure: The reaction of an alkanoyl halide and the hydrazide is illustrated by contacting 8-chloro-10,11-dihydrodibenz-[b,f][1,4]oxazepine-10-carboxylic acid hydrazide with octanoyl chloride in the presence of sodium bicarbonate to give 1-octanoyl-2-(8-chloro-10,11-dihydrodibenz[b,f][1,4]oxazepine-10-carbonyl)hydrazine. Reactants: C(C)(C)(C)OC(=O)NC1=CC(=C(C=C1)CC(=O)OC)OCC(F)(F)F (methyl 4-(tert-butyloxycarbonyl-amino)-2-(2,2,2-trifluoroethoxy)phenylacetate), [OH-].[Na+] (NaOH), solution. The solvent is CO (MeOH). Product: C(C)(C)(C)OC(=O)NC1=CC(=C(C=C1)CC(=O)O)OCC(F)(F)F (4-(tert-butyloxycarbonylamino)-2-(2,2,2-trifluoroethoxy)-phenylacetic acid). RXN SMILES: [C:1]([O:5][C:6]([NH:8][C:9]1[CH:14]=[CH:13][C:12]([CH2:15][C:16]([O:18]C)=[O:17])=[C:11]([O:20][CH2:21][C:22]([F:25])([F:24])[F:23])[CH:10]=1)=[O:7])([CH3:4])([CH3:3])[CH3:2].[OH-].[Na+]>CO>[C:1]([O:5][C:6]([NH:8][C:9]1[CH:14]=[CH:13][C:12]([CH2:15][C:16]([OH:18])=[O:17])=[C:11]([O:20][CH2:21][C:22]([F:23])([F:24])[F:25])[CH:10]=1)=[O:7])([CH3:4])([CH3:2])[CH3:3] |f:1.2|. Reported procedure: To a stirred solution of methyl 4-(tert-butyloxycarbonyl-amino)-2-(2,2,2-trifluoroethoxy)phenylacetate (0.90 g, 2.5 mmol) in MeOH (15 mL) was added aqueous NaOH (2.5 mL of a 3 N solution, 7.5 mmol). The mixture was refluxed for 1 h. The solvents were removed under reduced pressure and the residue was partitioned between EtOAc (100 mL) and 0.25 M aqueous citric acid (25 mL). The organic phase was separated, washed with water (25 mL), dried (MgSO4), filtered, and the solvent was removed under redu... The reactants are C(C)(C)(C)OC(=O)N([C@H](C(=O)N[C@H](C(=O)OCC1=CC=CC=C1)C)C)C (Benzyl (S)-2-[(S)-2-(tert-butoxycarbonyl-methyl-amino)-propanoylamino]-propionate), Cl (hydrogen chloride). Run in O1CCOCC1 (dioxane). Conditions: time 1 hour. Product: [Cl-].C(C1=CC=CC=C1)OC(=O)[C@H](C)NC(=O)[C@H](C)[NH2+]C ([(S)-1-((S)-1-Benzyloxycarbonyl-ethylcarbamoyl)-ethyl]-methyl-ammonium chloride). As a reaction SMILES: C(O[C:6]([N:8](C)[C@@H:9]([CH3:25])[C:10]([NH:12][C@@H:13]([CH3:24])[C:14]([O:16][CH2:17][C:18]1[CH:23]=[CH:22][CH:21]=[CH:20][CH:19]=1)=[O:15])=[O:11])=O)(C)(C)C.[ClH:27]>O1CCOCC1>[Cl-:27].[CH2:17]([O:16][C:14]([C@@H:13]([NH:12][C:10]([C@@H:9]([NH2+:8][CH3:6])[CH3:25])=[O:11])[CH3:24])=[O:15])[C:18]1[CH:19]=[CH:20][CH:21]=[CH:22][CH:23]=1 |f:3.4|. Procedure: 7.80 g (21.4 mmol) of the compound from example 4A are dissolved in 4N hydrogen chloride solution in dioxane (80 ml). After a few minutes, precipitate formation commences. The mixture is stirred for a further 1 h at RT, and the solid is filtered off with suction and washed with diethyl ether. After drying in vacuo, 5.96 g (93% of th.) of the product are obtained. Starting materials: BrC1=C(C=CC=C1)CCN (2-(2-bromophenyl)ethanamine), C([O-])([O-])=O.[K+].[K+] (potassium carbonate), C(OC)(=O)Cl (methyl chlorocarbonate). Run in O1CCCC1 (tetrahydrofuran), O1CCCC1 (tetrahydrofuran). The product is COC(NCCC1=C(C=CC=C1)Br)=O (methyl[2-(2-bromophenyl)ethyl]carbamate). RXN SMILES: [Br:1][C:2]1[CH:7]=[CH:6][CH:5]=[CH:4][C:3]=1[CH2:8][CH2:9][NH2:10].C(=O)([O-])[O-].[K+].[K+].[C:17](Cl)(=[O:20])[O:18][CH3:19]>O1CCCC1>[CH3:19][O:18][C:17](=[O:20])[NH:10][CH2:9][CH2:8][C:3]1[CH:4]=[CH:5][CH:6]=[CH:7][C:2]=1[Br:1] |f:1.2.3|. Procedure: 5 g of 2-(2-bromophenyl)ethanamine and 10 g of potassium carbonate in 30 cm3 of anhydrous tetrahydrofuran are stirred under an inert atmosphere at a temperature close to 10° C. 2.5 cm3 of methyl chlorocarbonate in solution in 10 cm3 of tetrahydrofuran are poured into the reaction mixture. After returning to a temperature close to 20° C., the reaction mixture is heated for 2 h at the reflux of the solvent. The potassium carbonate is filtered and washed with tetrahydrofuran. The filtrate is concen... Starting materials: CC(C)(C)c1ccc2c(c1)N(CCCCl)C(=O)CO2, CCCCC1CCNCC1, CCCCCCC, CCOC(C)=O, [I-], [K+], [K+], [Na+], O=C([O-])[O-]. The product is CCCCC1CCN(CCCN2C(=O)COc3ccc(C(C)(C)C)cc32)CC1. RXN SMILES: [C:1]([CH3:2])([CH3:3])([CH3:4])[c:5]1[cH:6][cH:7][c:8]2[c:9]([cH:19]1)[N:10]([CH2:15][CH2:16][CH2:17][Cl:18])[C:11](=[O:14])[CH2:12][O:13]2.[CH2:28]([CH2:29][CH2:30][CH3:31])[CH:32]1[CH2:33][CH2:34][NH:35][CH2:36][CH2:37]1.[CH3:38][CH2:39][CH2:40][CH2:41][CH2:42][CH2:43][CH3:44].[CH3:45][CH2:46][O:47][C:48]([CH3:49])=[O:50].[I-:26].[K+:20].[K+:21].[Na+:27].[O-:22][C:23]([O-:24])=[O:25]>>[C:1]([CH3:2])([CH3:3])([CH3:4])[c:5]1[cH:6][cH:7][c:8]2[c:9]([cH:19]1)[N:10]([CH2:15][CH2:16][CH2:17][N:35]1[CH2:34][CH2:33][CH:32]([CH2:28][CH2:29][CH2:30][CH3:31])[CH2:37][CH2:36]1)[C:11](=[O:14])[CH2:12][O:13]2. Reactants: C(C)C=1C(NC(N([C@H]2C[C@H](O)[C@@H](COS(=O)(=O)C3=CC=C(C=C3)C)O2)C1)=O)=O (2'-deoxy-5-ethyl-5'-O-(p-toluenesulphonyl)uridine), BrC1=C(CN)C=CC=C1 (2-bromobenzylamine). The solvent is CN(C)C=O (DMF). Reaction conditions: temperature 80 celsius, time 1.5 hour. The product is BrC1=C(CNC[C@@H]2[C@H](C[C@@H](O2)N2C(=O)NC(=O)C(=C2)CC)O)C=CC=C1 (5'-(2-bromobenzylamino)-2',5'-dideoxy-5-ethyluridine). Reaction SMILES: [CH2:1]([C:3]1[C:4](=[O:28])[NH:5][C:6](=[O:27])[N:7]([CH:26]=1)[C@@H:8]1[O:25][C@H:12]([CH2:13]OS(C2C=CC(C)=CC=2)(=O)=O)[C@@H:10]([OH:11])[CH2:9]1)[CH3:2].[Br:29][C:30]1[CH:37]=[CH:36][CH:35]=[CH:34][C:31]=1[CH2:32][NH2:33]>CN(C=O)C>[Br:29][C:30]1[CH:37]=[CH:36][CH:35]=[CH:34][C:31]=1[CH2:32][NH:33][CH2:13][C@H:12]1[O:25][C@@H:8]([N:7]2[CH:26]=[C:3]([CH2:1][CH3:2])[C:4](=[O:28])[NH:5][C:6]2=[O:27])[CH2:9][C@@H:10]1[OH:11]. Reported procedure: 2.5 g of 2'-deoxy-5-ethyl-5'-O-(p-toluenesulphonyl)uridine were dissolved in 15 ml of DMF and added to 2-bromobenzylamine. The mixture was heated at 80° C. under nitrogen for 5 hours. The solvent was removed by evaporation and the residue was re-evaporated with toluene to given an oil. This was taken up in 20 ml of water/methanol (1:3) and stored in a refrigerator for 1.5 hours. A solid crystallized out and this was filtered off and washed with water/methanol (1:3) to give 0.99 g of 5'-(2-bromob...